From a dataset of the Open Reaction Database (ORD), a public repository of structured organic reaction records. describe an organic reaction: reactants, conditions, products, and yield Starting materials: CCOC(=O)Cc1csc(-c2c(O)cccc2O)n1, [Li+], [OH-]. The product is O=C(O)Cc1csc(-c2c(O)cccc2O)n1. RXN SMILES: [CH2:1]([CH3:2])[O:3][C:4]([CH2:5][c:6]1[n:7][c:8](-[c:11]2[c:12]([OH:18])[cH:13][cH:14][cH:15][c:16]2[OH:17])[s:9][cH:10]1)=[O:19].[Li+:21].[OH-:20]>>[O:3]=[C:4]([CH2:5][c:6]1[n:7][c:8](-[c:11]2[c:12]([OH:18])[cH:13][cH:14][cH:15][c:16]2[OH:17])[s:9][cH:10]1)[OH:19]. Starting materials: C(CCC)OC=1C(C(C1NCC=1OC2=C(C1)C=C(C=C2)[N+](=O)[O-])=O)=O (3-butoxy-4-[(5-nitro-benzofuran-2-ylmethyl)amino]-cyclobut-3-ene-1,2-dione), C(C)(C)(C)N (tert-butylamine). Solvent: C(C)O (ethanol). Conditions: temperature 70 celsius, time 18 hour. Product: C(C)(C)(C)NC=1C(C(C1NCC=1OC2=C(C1)C=C(C=C2)[N+](=O)[O-])=O)=O (3-tert-butylamino-4-[(5-nitro-benzofuran-2-ylmethyl)-amino]-cyclobut-3-ene-1,2-dione). The yield is 80.1%. As a reaction SMILES: C(O[C:6]1[C:7](=[O:25])[C:8](=[O:24])[C:9]=1[NH:10][CH2:11][C:12]1[O:13][C:14]2[CH:20]=[CH:19][C:18]([N+:21]([O-:23])=[O:22])=[CH:17][C:15]=2[CH:16]=1)CCC.[C:26]([NH2:30])([CH3:29])([CH3:28])[CH3:27]>C(O)C>[C:26]([NH:30][C:6]1[C:7](=[O:25])[C:8](=[O:24])[C:9]=1[NH:10][CH2:11][C:12]1[O:13][C:14]2[CH:20]=[CH:19][C:18]([N+:21]([O-:23])=[O:22])=[CH:17][C:15]=2[CH:16]=1)([CH3:29])([CH3:28])[CH3:27]. Reported procedure: To 3-butoxy-4-[(5-nitro-benzofuran-2-ylmethyl)amino]-cyclobut-3-ene-1,2-dione (0.25 g, 0.727 mmol), as prepared in Example 8, in ethanol (5 mL) was added tert-butylamine (0.51 mL, 4.85 mmol). The reaction was stirred at 70° C. for 18 hours and then at room temperature for 48 hours. Workup in a manner identical to Example 9 afforded 0.20 g (80%) of 3-tert-butylamino-4-[(5-nitro-benzofuran-2-ylmethyl)-amino]-cyclobut-3-ene-1,2-dione as an off-white solid: mp>300° C.; 1H NMR (DMSO-d6): δ 8.61 (d, 1...